This data is from the Open Reaction Database (ORD), a public repository of structured organic reaction records. The task is: describe an organic reaction: reactants, conditions, products, and yield Starting materials: NC1=C(C(=O)OC)C=C(C=C1)Br (methyl 2-amino-5-bromobenzoate), C(C1=CC=C(C=C1)OC)=O (p-anisaldehyde), C(C)(=O)O (acetic acid), C(C)(=O)O[BH-](OC(C)=O)OC(C)=O.[Na+] (Sodium triacetoxyborohydride), C([O-])(O)=O.[Na+] (sodium bicarbonate). Run in ClCCl (dichloromethane). Run at time 8 hour. The product is BrC=1C=CC(=C(C(=O)OC)C1)NCC1=CC=C(C=C1)OC (methyl 5-bromo-2-[(4-methoxybenzyl)amino]benzoate). RXN SMILES: [NH2:1][C:2]1[CH:11]=[CH:10][C:9]([Br:12])=[CH:8][C:3]=1[C:4]([O:6][CH3:7])=[O:5].[CH:13](=O)[C:14]1[CH:19]=[CH:18][C:17]([O:20][CH3:21])=[CH:16][CH:15]=1.C(O)(=O)C.C(O[BH-](OC(=O)C)OC(=O)C)(=O)C.[Na+].C(=O)(O)[O-].[Na+]>ClCCl>[Br:12][C:9]1[CH:10]=[CH:11][C:2]([NH:1][CH2:13][C:14]2[CH:19]=[CH:18][C:17]([O:20][CH3:21])=[CH:16][CH:15]=2)=[C:3]([CH:8]=1)[C:4]([O:6][CH3:7])=[O:5] |f:3.4,5.6|. Reported procedure: To a solution of methyl 2-amino-5-bromobenzoate (10.0 g, 43.5 mmol) in dichloromethane (0.5 M, 90 mL) at 0° C. were added p-anisaldehyde (7.9 mL, 65 mmol) and acetic acid (1.2 mL, 22 mmol). Sodium triacetoxyborohydride (18.4 g, 87.0 mmol) was added portion-wise to the solution mixture. The reaction was allowed to warm to room temp and stirred overnight. Upon completion, the reaction was poured into saturated sodium bicarbonate (200 mL). The product was extracted with dichloromethane (3×75 mL). T... Reactants: O=C(c1ccccc1C(F)(F)F)N1CCNCC1, CC(C)(C)C(O)CNC(=O)c1ccc(Cl)nn1. Product: CC(C)(C)C(O)CNC(=O)c1ccc(N2CCN(C(=O)c3ccccc3C(F)(F)F)CC2)nn1. RXN SMILES: [N:18]1([C:24](=[O:25])[c:26]2[c:27]([C:32]([F:33])([F:34])[F:35])[cH:28][cH:29][cH:30][cH:31]2)[CH2:19][CH2:20][NH:21][CH2:22][CH2:23]1.[OH:1][CH:2]([CH2:3][NH:4][C:5](=[O:6])[c:7]1[n:8][n:9][c:10]([Cl:13])[cH:11][cH:12]1)[C:14]([CH3:15])([CH3:16])[CH3:17]>>[OH:1][CH:2]([CH2:3][NH:4][C:5](=[O:6])[c:7]1[n:8][n:9][c:10]([N:21]2[CH2:20][CH2:19][N:18]([C:24](=[O:25])[c:26]3[c:27]([C:32]([F:33])([F:34])[F:35])[cH:28][cH:29][cH:30][cH:31]3)[CH2:23][CH2:22]2)[cH:11][cH:12]1)[C:14]([CH3:15])([CH3:16])[CH3:17].